This data is from the Open Reaction Database (ORD), a public repository of structured organic reaction records. The task is: describe an organic reaction: reactants, conditions, products, and yield Reaction SMILES: [CH3:18][S:19](=[O:20])(=[O:21])[Cl:22].[CH:1]1([n:9]2[c:10](=[S:11])[nH:12][c:13](=[O:14])[c:15]([CH3:16])[cH:17]2)[CH2:2][CH:3]([OH:4])[CH:5]([CH2:6][OH:7])[O:8]1.[Li+:27].[N-:24]=[N+:25]=[N-:26].[O:34]=[CH:35][N:36]([CH3:37])[CH3:38].[OH2:23].[cH:28]1[cH:29][cH:30][n:31][cH:32][cH:33]1>>[CH:1]1([n:9]2[c:10](=[S:11])[nH:12][c:13](=[O:14])[c:15]([CH3:16])[cH:17]2)[CH2:2][C:3]([OH:4])([N:24]=[N+:25]=[N-:26])[CH:5]([CH2:6][OH:7])[O:8]1. Yields the product Cc1cn(C2CC(O)(N=[N+]=[N-])C(CO)O2)c(=S)[nH]c1=O. Starting materials: CS(=O)(=O)Cl, Cc1cn(C2CC(O)C(CO)O2)c(=S)[nH]c1=O, [Li+], [N-]=[N+]=[N-], CN(C)C=O, O, c1ccncc1. The reactants are NC1=C(C=CC(=C1)OC)NC(N[C@@H](CC1=CC=C(C=C1)OCCCC(=O)OCC)C(=O)OC(C)(C)C)=S ((1,1-dimethyl ethyl) N-[[(2-amino-4-methoxyphenyl)amino]thioxomethyl]-O-(4-ethoxy-4-oxobutyl)-L-tyrosinate). The reagents and catalysts are Cl[Hg]Cl (HgCl2). Solvent: CN(C)C=O (DMF), TEA. Conditions: time 2 hour. Yields the product C(C)OC(CCCOC1=CC=C(C[C@H](NC2=NC3=C(N2)C=CC(=C3)OC)C(=O)OC(C)(C)C)C=C1)=O ((1,1-dimethyl ethyl) O-(4-ethoxy-4-oxobutyl)-N-[5-methoxy-1H-benzimidazol-2-yl]-L-tyrosinate). Yield: 86.4%. RXN SMILES: [NH2:1][C:2]1[CH:7]=[C:6]([O:8][CH3:9])[CH:5]=[CH:4][C:3]=1[NH:10][C:11](=S)[NH:12][C@H:13]([C:30]([O:32][C:33]([CH3:36])([CH3:35])[CH3:34])=[O:31])[CH2:14][C:15]1[CH:20]=[CH:19][C:18]([O:21][CH2:22][CH2:23][CH2:24][C:25]([O:27][CH2:28][CH3:29])=[O:26])=[CH:17][CH:16]=1>CN(C=O)C.Cl[Hg]Cl>[CH2:28]([O:27][C:25](=[O:26])[CH2:24][CH2:23][CH2:22][O:21][C:18]1[CH:19]=[CH:20][C:15]([CH2:14][C@@H:13]([C:30]([O:32][C:33]([CH3:36])([CH3:35])[CH3:34])=[O:31])[NH:12][C:11]2[NH:10][C:3]3[CH:4]=[CH:5][C:6]([O:8][CH3:9])=[CH:7][C:2]=3[N:1]=2)=[CH:16][CH:17]=1)[CH3:29]. Procedure details: 500 mg of HgCl2 is added to the amino thiourea 4-3a (530 mg, 1 mmole) in 30 ml of DMF and 3 ml of TEA, followed by agitating for 2 hours at ambient temperature, evaporating under reduced pressure and taking up in a water/NaHCO3/AcOEt mixture. The organic phase is decanted, dried and evaporated to dryness under reduced pressure. The residue is chromatographed eluting with a gradient of heptane/AcOEt (100/0→50/50). 430 mg of crude product 4-4a is obtained. Procedure: To a solution of 8-chloro-2,2-dibutyl-3,4-dihydro-5-(2-quinolylmethoxy)-1(2H)-naphthalenone (180 mg) in freshly distilled tetrahydrofuran (5 ml) was added lithium aluminum hydride (15 mg) with stirring in an ice bath under nitrogen and the mixture was stirred for 15 minutes in an ice bath. To the mixture was carefully added aqueous saturated ammonium chloride solution (5 ml) in an ice bath, and then diethylether (10 ml) was added thereto The separated aqueous layer was extracted two times with d... The yield is 78.5%. The solvent is C(C)OCC (diethylether). Reactants: ClC=1C=CC(=C2CCC(C(C12)=O)(CCCC)CCCC)OCC1=NC2=CC=CC=C2C=C1 (8-chloro-2,2-dibutyl-3,4-dihydro-5-(2-quinolylmethoxy)-1(2H)-naphthalenone), O1CCCC1 (tetrahydrofuran), [H-].[Al+3].[Li+].[H-].[H-].[H-] (lithium aluminum hydride), [Cl-].[NH4+] (ammonium chloride). RXN SMILES: [Cl:1][C:2]1[CH:3]=[CH:4][C:5]([O:21][CH2:22][C:23]2[CH:32]=[CH:31][C:30]3[C:25](=[CH:26][CH:27]=[CH:28][CH:29]=3)[N:24]=2)=[C:6]2[C:11]=1[C:10](=[O:12])[C:9]([CH2:17][CH2:18][CH2:19][CH3:20])([CH2:13][CH2:14][CH2:15][CH3:16])[CH2:8][CH2:7]2.O1CCCC1.[H-].[Al+3].[Li+].[H-].[H-].[H-].[Cl-].[NH4+]>C(OCC)C>[Cl:1][C:2]1[CH:3]=[CH:4][C:5]([O:21][CH2:22][C:23]2[CH:32]=[CH:31][C:30]3[C:25](=[CH:26][CH:27]=[CH:28][CH:29]=3)[N:24]=2)=[C:6]2[C:11]=1[CH:10]([OH:12])[C:9]([CH2:17][CH2:18][CH2:19][CH3:20])([CH2:13][CH2:14][CH2:15][CH3:16])[CH2:8][CH2:7]2 |f:2.3.4.5.6.7,8.9|. Product: ClC=1C=CC(=C2CCC(C(C12)O)(CCCC)CCCC)OCC1=NC2=CC=CC=C2C=C1 (8-chloro-2,2-dibutyl-5-(2-quinolylmethoxy)-1,2,3,4-tetrahydro-1-naphthol). Starting materials: CNC(=O)CSc1cc(Cl)nc(N2CCC(NC(=O)c3[nH]c(C)c(Cl)c3Cl)CC2)c1, Cl, N#Cc1cc(C(N)=O)cc(N2CCC(N)CC2)n1. Product: Cc1[nH]c(C(=O)NC2CCN(c3cc(C(N)=O)cc(C#N)n3)CC2)c(Cl)c1Cl. RXN SMILES: [Cl:20][c:21]1[c:22]([C:28](=[O:29])[NH:30][CH:31]2[CH2:32][CH2:33][N:34]([c:35]3[cH:36][c:37]([S:38][CH2:39][C:40]([NH:41][CH3:42])=[O:43])[cH:44][c:45]([Cl:46])[n:47]3)[CH2:48][CH2:49]2)[nH:23][c:24]([CH3:27])[c:25]1[Cl:26].[ClH:1].[NH2:2][CH:3]1[CH2:4][CH2:5][N:6]([c:9]2[cH:10][c:11]([C:12](=[O:13])[NH2:14])[cH:15][c:16]([C:18]#[N:19])[n:17]2)[CH2:7][CH2:8]1>>[NH:2]([CH:3]1[CH2:4][CH2:5][N:6]([c:9]2[cH:10][c:11]([C:12](=[O:13])[NH2:14])[cH:15][c:16]([C:18]#[N:19])[n:17]2)[CH2:7][CH2:8]1)[C:28]([c:22]1[c:21]([Cl:20])[c:25]([Cl:26])[c:24]([CH3:27])[nH:23]1)=[O:29]. Reactants: FC(C(=O)O)(F)F (trifluoroacetic acid), COC(CC1=C(C=C(C=C1)C1=C(C=C(C=C1)C(CC)(C1=CC(=C(C=C1)C#CC(C(F)(F)F)(C(F)(F)F)OCOC)C)CC)C)F)=O ((4′-{1-ethyl-1-[3-methyl-4-(4,4,4-trifluoro-3-methoxymethoxy-3-trifluoromethyl-1-butynyl)-phenyl]-propyl}-3-fluoro-2′-methyl-biphenyl-4-yl)acetic acid methyl ester). Solvent: ClCCl (Dichloromethane). Reaction conditions: time 1 day. Yields the product COC(CC1=C(C=C(C=C1)C1=C(C=C(C=C1)C(CC)(C1=CC(=C(C=C1)C#CC(C(F)(F)F)(C(F)(F)F)O)C)CC)C)F)=O ((4′-{1-ethyl-1-[3-methyl-4-(4,4,4-trifluoro-3-hydroxy-3-trifluoromethyl-1-butynyl)-phenyl]-propyl}-3-fluoro-2′-methyl-biphenyl-4-yl)-acetic Acid Methyl Ester). Isolated yield 78.5%. RXN SMILES: FC(F)(F)C(O)=O.[CH3:8][O:9][C:10](=[O:53])[CH2:11][C:12]1[CH:17]=[CH:16][C:15]([C:18]2[CH:23]=[CH:22][C:21]([C:24]([CH2:49][CH3:50])([C:27]3[CH:32]=[CH:31][C:30]([C:33]#[C:34][C:35]([O:44]COC)([C:40]([F:43])([F:42])[F:41])[C:36]([F:39])([F:38])[F:37])=[C:29]([CH3:48])[CH:28]=3)[CH2:25][CH3:26])=[CH:20][C:19]=2[CH3:51])=[CH:14][C:13]=1[F:52]>ClCCl>[CH3:8][O:9][C:10](=[O:53])[CH2:11][C:12]1[CH:17]=[CH:16][C:15]([C:18]2[CH:23]=[CH:22][C:21]([C:24]([CH2:49][CH3:50])([C:27]3[CH:32]=[CH:31][C:30]([C:33]#[C:34][C:35]([OH:44])([C:40]([F:41])([F:43])[F:42])[C:36]([F:38])([F:37])[F:39])=[C:29]([CH3:48])[CH:28]=3)[CH2:25][CH3:26])=[CH:20][C:19]=2[CH3:51])=[CH:14][C:13]=1[F:52]. Procedure: Dichloromethane (1.5 mL) and trifluoroacetic acid (0.153 mL) were added to (4′-{1-ethyl-1-[3-methyl-4-(4,4,4-trifluoro-3-methoxymethoxy-3-trifluoromethyl-1-butynyl)-phenyl]-propyl}-3-fluoro-2′-methyl-biphenyl-4-yl)acetic acid methyl ester (Example 78-(1); 41 mg, 0.063 mmol), and the mixture was stirred at room temperature for one day. The reaction solution was directly concentrated under reduced pressure and azeotropically distilled with toluene. The residue was purified by preparative TLC (hexa... Starting materials: C[Al](C)C, ClCCl, COCOc1ccc(C(C)(OS(C)(=O)=O)C(F)(F)F)nc1, O. The product is COCOc1ccc(C(C)(C)C(F)(F)F)nc1. Reaction SMILES: [CH3:22][Al:23]([CH3:24])[CH3:25].[Cl:27][CH2:28][Cl:29].[F:1][C:2]([C:3]([CH3:4])([c:5]1[n:6][cH:7][c:8]([O:11][CH2:12][O:13][CH3:14])[cH:9][cH:10]1)[O:15][S:16]([CH3:17])(=[O:18])=[O:19])([F:20])[F:21].[OH2:26]>>[F:1][C:2]([C:3]([CH3:4])([c:5]1[n:6][cH:7][c:8]([O:11][CH2:12][O:13][CH3:14])[cH:9][cH:10]1)[CH3:22])([F:20])[F:21]. The reactants are [H-].[Al+3].[Li+].[H-].[H-].[H-] (lithium aluminum hydride), S(=O)(=O)([O-])[O-].[Mg+2] (Magnesium sulfate), C(C)(=O)OC=1C=C(C(=O)N(CCCC)CCCC)C=CC1 (3-acetoxy-N,N-dibutylbenzamide), [OH-].[Na+] (sodium hydroxide). Solvent: CCOCC (ether), CCOCC (ether), O (water), O (water). Yields the product OC=1C=C(CN(CCCC)CCCC)C=CC1 (3-hydroxy N,N-dibutylbenzylamine). RXN SMILES: C([O:4][C:5]1[CH:6]=[C:7]([CH:19]=[CH:20][CH:21]=1)[C:8]([N:10]([CH2:15][CH2:16][CH2:17][CH3:18])[CH2:11][CH2:12][CH2:13][CH3:14])=O)(=O)C.[H-].[Al+3].[Li+].[H-].[H-].[H-].[OH-].[Na+].S([O-])([O-])(=O)=O.[Mg+2]>CCOCC.O>[OH:4][C:5]1[CH:6]=[C:7]([CH:19]=[CH:20][CH:21]=1)[CH2:8][N:10]([CH2:15][CH2:16][CH2:17][CH3:18])[CH2:11][CH2:12][CH2:13][CH3:14] |f:1.2.3.4.5.6,7.8,9.10|. Procedure details: A mixture of 33.0 g (0.133 m) of 3-acetoxy-N,N-dibutylbenzamide in 400 ml of ether was slowly added over one half hour to a suspension of 5.0 (0.133 m) grams of lithium aluminum hydride (LAH) in 300 ml of ether. The mixture was heated to reflux for 2 hours. The mixture was slowly treated with 5.0 ml of water, 5.0 ml of 15% sodium hydroxide and 15.0 ml of water. Magnesium sulfate was added and stirred well. The mixture was filtered and washed well with ether. The solvent was evaporated off leavin...